Dataset: the Open Reaction Database (ORD), a public repository of structured organic reaction records. Task: describe an organic reaction: reactants, conditions, products, and yield Reactants: CC1=CC(OC2=CC=C(C=C12)OS(=O)(=O)C(F)(F)F)=O (Trifluoro-methanesulfonic acid 4-methyl-2-oxo-2H-chromen-6-yl ester), Zn (CN)2, CN(C)C=O (DMF), C(C)(=O)OCC (ethyl acetate). Reagents/catalysts: C=1C=CC(=CC1)[P](C=2C=CC=CC2)(C=3C=CC=CC3)[Pd]([P](C=4C=CC=CC4)(C=5C=CC=CC5)C=6C=CC=CC6)([P](C=7C=CC=CC7)(C=8C=CC=CC8)C=9C=CC=CC9)[P](C=1C=CC=CC1)(C=1C=CC=CC1)C=1C=CC=CC1 (Pd(PPh3)4). Reaction conditions: temperature 150 celsius, time 10 minute. Product: CC1=CC(OC2=CC=C(C=C12)C#N)=O (4-methyl-2-oxo-2H-chromene-6-carbonitrile). Reaction SMILES: [CH3:1][C:2]1[C:11]2[C:6](=[CH:7][CH:8]=[C:9](OS(C(F)(F)F)(=O)=O)[CH:10]=2)[O:5][C:4](=[O:20])[CH:3]=1.C(OCC)(=O)C.[CH3:27][N:28](C=O)C>C1C=CC([P]([Pd]([P](C2C=CC=CC=2)(C2C=CC=CC=2)C2C=CC=CC=2)([P](C2C=CC=CC=2)(C2C=CC=CC=2)C2C=CC=CC=2)[P](C2C=CC=CC=2)(C2C=CC=CC=2)C2C=CC=CC=2)(C2C=CC=CC=2)C2C=CC=CC=2)=CC=1>[CH3:1][C:2]1[C:11]2[C:6](=[CH:7][CH:8]=[C:9]([C:27]#[N:28])[CH:10]=2)[O:5][C:4](=[O:20])[CH:3]=1 |^1:35,37,56,75|. Procedure: Trifluoro-methanesulfonic acid 4-methyl-2-oxo-2H-chromen-6-yl ester (10.38 mg, 33.7 mmol), Zn (CN)2 (4.7 g) and Pd(PPh3)4 (3.8 g) were dissolved in DMF (200 mL) at room temperature in a sealed tube. After 10 min, the reaction mixture was heated to 150° C. for 4 h. The reaction mixture was then cooled to room temperature and ethyl acetate (800 mL) was added. The reaction mixture was then poured into a separation funnel, washed with water (2×400 ml) and brine (2×600 ml). The organic layer was drie... Starting materials: C1(=CC=CC=C1)C(C(=O)OCC)C(C)N(C)C (ethyl 2-phenyl-3-dimethylaminobutyrate), [H-].[Al+3].[Li+].[H-].[H-].[H-] (lithium aluminum hydride). The product is C1(=CC=CC=C1)C(CO)C(C)N(C)C (2-Phenyl-3-dimethylamino-1-butanol). RXN SMILES: [C:1]1([CH:7]([CH:13]([N:15]([CH3:17])[CH3:16])[CH3:14])[C:8](OCC)=[O:9])[CH:6]=[CH:5][CH:4]=[CH:3][CH:2]=1.[H-].[Al+3].[Li+].[H-].[H-].[H-]>>[C:1]1([CH:7]([CH:13]([N:15]([CH3:17])[CH3:16])[CH3:14])[CH2:8][OH:9])[CH:6]=[CH:5][CH:4]=[CH:3][CH:2]=1 |f:1.2.3.4.5.6|. Reported procedure: The title compound is prepared according to the procedure of Example 2, from ethyl 2-phenyl-3-dimethylaminobutyrate and lithium aluminum hydride. B.p. 126°-129° C/0.2 mm Hg. Product: C1(=CC=CC=C1)C1OC2=C3C(NC1=O)=C1CCCCC1=NC3=CC=C2 (1,3,9,10,11,12-Hexahydro-3-phenyl-2H-quino[4,3,2-ef][1,4]benzoxazepin-2-one). Isolated yield 148.8%. The reactants are O.NC=1C2=C(C=CC=C2N=C2CCCCC12)C(C(=O)O)C1=CC=CC=C1 ((9-amino-1,2,3,4-tetrahydroacridin-8-yl]phenylacetate hydrate), CC(C)([O-])C.[K+] (potassium tert-butoxide), [Cl-].[NH4+] (ammonium chloride). RXN SMILES: [OH2:1].[NH2:2][C:3]1[C:4]2[C:9]([N:10]=[C:11]3[C:16]=1[CH2:15][CH2:14][CH2:13][CH2:12]3)=[CH:8][CH:7]=[CH:6][C:5]=2C(C1C=CC=CC=1)C(O)=O.[CH3:27][C:28](C)([O-:30])[CH3:29].[K+].[Cl-].[NH4+]>O1CCCC1>[C:27]1([CH:28]2[C:29](=[O:1])[NH:2][C:3]3=[C:16]4[C:11](=[N:10][C:9]5=[CH:8][CH:7]=[CH:6][C:5](=[C:4]35)[O:30]2)[CH2:12][CH2:13][CH2:14][CH2:15]4)[CH:5]=[CH:4][CH:3]=[CH:16][CH:15]=1 |f:0.1,2.3,4.5|. Solvent: O1CCCC1 (tetrahydrofuran). Reaction conditions: time 1 hour. Reported procedure: Methyl α-[(9-amino-1,2,3,4-tetrahydroacridin-8-yl]phenylacetate hydrate (5.26 g) was dissolved dry tetrahydrofuran (100 ml) and potassium tert-butoxide (1.70 g) was added. After stirring for 1 hr, saturated ammonium chloride solution (100 ml) was added, and stirring was continued for 30 min. The reaction mixture was evaporated and the solid was collected and washed with water. Recrystallization from dimethylformamide-water gave 3.69 g (77.0%) of product, mp 250° (dec).